Dataset: the Open Reaction Database (ORD), a public repository of structured organic reaction records. Task: describe an organic reaction: reactants, conditions, products, and yield The reactants are N1C(CCC2=CC=CC=C12)=O (3,4-dihydroquinolin-2-one), ClCCC(C)(C)N=CC1=CC=CC=C1 ((3-chloro-1,1-dimethylpropyl)-(1-phenylmethylidene)amine). Product: NC(CCN1C(CCC2=CC=CC=C12)=O)(C)C (1-(3-amino-3-methylbutyl)-3,4-dihydroquinolin-2-one). RXN SMILES: [NH:1]1[C:10]2[C:5](=[CH:6][CH:7]=[CH:8][CH:9]=2)[CH2:4][CH2:3][C:2]1=[O:11].Cl[CH2:13][CH2:14][C:15]([N:18]=CC1C=CC=CC=1)([CH3:17])[CH3:16]>>[NH2:18][C:15]([CH3:17])([CH3:16])[CH2:14][CH2:13][N:1]1[C:10]2[C:5](=[CH:6][CH:7]=[CH:8][CH:9]=2)[CH2:4][CH2:3][C:2]1=[O:11]. Procedure: Prepared analogously to the method described for Example 6a) from 15.7 g (107 mmol) of 3,4-dihydroquinolin-2-one and 24.9 g (119 mmol) of (3-chloro-1,1-dimethylpropyl)-(1-phenylmethylidene)amine. Unlike in the method mentioned above, the product is precipitated not as the maleate but as the hydrochloride. Yield: 6.9 g (24%, hydrochloride); melting range: 200° C.-203° C. Run at time 15 minute. The product is CN1C2=C(C=3C=CC=CC13)C(N(CC2)CC=2N=CNC2C)=O (2,3,4,5-Tetrahydro-5-methyl-2-[(5-methyl-1H-imidazol-4-yl)methyl]-1H-pyrido[4,3-b]indol-1-one). Procedure details: A solution of 2,3,4,5-tetrahydro-2[[5-methyl-1-(triphenylmethyl)-1H-imidazol-4-yl]methyl]-1H-pyrido[4,3-b]indol-1-one (261 mg) in dry DMF (25 ml) was treated with sodium hydride (60% dispersion in oil; 30 mg) and the mixture was stirred at room temperature under nitrogen for 15 min. Iodomethane (0.5M solution in DMF; 2 ml) was then added and stirring was continued for a further 15 min. The reaction mixture was then poured into water (100 ml) and the resulting suspension was extracted with ethyl ... As a reaction SMILES: [CH3:1][C:2]1[N:6](C(C2C=CC=CC=2)(C2C=CC=CC=2)C2C=CC=CC=2)[CH:5]=[N:4][C:3]=1[CH2:26][N:27]1[CH2:39][CH2:38][C:30]2[NH:31][C:32]3[CH:33]=[CH:34][CH:35]=[CH:36][C:37]=3[C:29]=2[C:28]1=[O:40].[H-].[Na+].I[CH3:44]>CN(C=O)C.O.C1COCC1.C(O)(=O)C>[CH3:44][N:31]1[C:32]2[CH:33]=[CH:34][CH:35]=[CH:36][C:37]=2[C:29]2[C:28](=[O:40])[N:27]([CH2:26][C:3]3[N:4]=[CH:5][NH:6][C:2]=3[CH3:1])[CH2:39][CH2:38][C:30]1=2 |f:1.2|. Starting materials: CC1=C(N=CN1C(C1=CC=CC=C1)(C1=CC=CC=C1)C1=CC=CC=C1)CN1C(C2=C(NC=3C=CC=CC23)CC1)=O (2,3,4,5-tetrahydro-2[[5-methyl-1-(triphenylmethyl)-1H-imidazol-4-yl]methyl]-1H-pyrido[4,3-b]indol-1-one), [H-].[Na+] (sodium hydride), IC (Iodomethane). The solvent is O (water), O (water), C1CCOC1 (THF), C(C)(=O)O (acetic acid), CN(C)C=O (DMF). The reactants are C(C1=CC=CC=C1)OC1=CC=C(CNC2=CC=C(C(=O)OCC)C=C2)C=C1 (Ethyl p-[p-(benzyloxy)benzylamino]benzoate), [OH-].[K+] (potassium hydroxide), Cl (hydrochloric acid). Solvent: C(C)O.O (ethanol water). Product: C(C1=CC=CC=C1)OC1=CC=C(CNC2=CC=C(C(=O)O)C=C2)C=C1 (p-[p-(Benzyloxy)benzylamino]benzoic Acid). Reaction SMILES: [CH2:1]([O:8][C:9]1[CH:27]=[CH:26][C:12]([CH2:13][NH:14][C:15]2[CH:25]=[CH:24][C:18]([C:19]([O:21]CC)=[O:20])=[CH:17][CH:16]=2)=[CH:11][CH:10]=1)[C:2]1[CH:7]=[CH:6][CH:5]=[CH:4][CH:3]=1.[OH-].[K+].Cl>C(O)C.O>[CH2:1]([O:8][C:9]1[CH:27]=[CH:26][C:12]([CH2:13][NH:14][C:15]2[CH:16]=[CH:17][C:18]([C:19]([OH:21])=[O:20])=[CH:24][CH:25]=2)=[CH:11][CH:10]=1)[C:2]1[CH:3]=[CH:4][CH:5]=[CH:6][CH:7]=1 |f:1.2,4.5|. Procedure details: A mixture of 10 g. of ethyl p-[p-(benzyloxy)benzylamino]benzoate (prepared as described in Example 11) 10 g. of potassium hydroxide and 200 ml. of ethanol-water (9:1) are refluxed for 4.5 hours. While hot, the mixture is acidified with concentrated hydrochloric acid. Dilution with water and filtration gives tan crystals which are recrystallized from glacial acetic acid to give off-white crystals, m.p. 206°-208° C. The reactants are C(C)OC(=O)[C@@H]1OCC=C[C@H]1O (trans-3-hydroxy-3,6-dihydro-2H-pyran-2-carboxylic acid ethyl ester), [H-].[H-].[H-].[H-].[Li+].[Al+3] (LiAlH4), CCOC(=O)C (EtOAc). The solvent is C1CCOC1 (THF). Reaction conditions: time 30 minute. Product: OC[C@@H]1OCC=C[C@H]1O (trans-2-hydroxymethyl-3,6-dihydro-2H-pyran-3-ol). As a reaction SMILES: C([O:3][C:4]([C@H:6]1[C@H:11]([OH:12])[CH:10]=[CH:9][CH2:8][O:7]1)=O)C.[H-].[H-].[H-].[H-].[Li+].[Al+3].CCOC(C)=O>C1COCC1>[OH:3][CH2:4][C@H:6]1[C@H:11]([OH:12])[CH:10]=[CH:9][CH2:8][O:7]1 |f:1.2.3.4.5.6|. Reported procedure: To a stirred solution of trans-3-hydroxy-3,6-dihydro-2H-pyran-2-carboxylic acid ethyl ester (0.480 g, 2.79 mmol) in THF (20 ml) at RT, was added in portions LiAlH4 (0.126 g, 3.384 mmol) and the resulting mixture was stirred for 30 min. EtOAc (10 ml) was added, the mixture was stirred for 10 min and extracted with water (10 ml×2). The organic layer was dried over anhydrous Na2SO4. The solvent was removed in vacuo and the crude product purified by flash chromatography (25-30% EtOAc in hexane). Reactants: FC1=C(C=C(C=C1)NC=1C2=C(N=CN1)C=NC(=C2)N)C(F)(F)F (N4-(4-fluoro-3-(trifluoromethyl)phenyl)pyrido[3,4-d]pyrimidine-4,6-diamine), C1CCC(CC1)N=C=NC2CCCCC2 (DCC), BrC/C=C/C(=O)O ((E)-4-bromobut-2-enoic acid), C(C)(C)N(CC)C(C)C (di-iso-propylethylamine). The solvent is CC(=O)N(C)C (DMA), C1CCOC1 (THF), C1CCOC1 (THF). Conditions: time 2 hour. The product is BrC/C=C/C(=O)NC1=CC2=C(N=CN=C2NC2=CC(=C(C=C2)F)C(F)(F)F)C=N1 ((E)-4-bromo-N-(4-(4-fluoro-3-(trifluoromethyl)phenylamino)pyrido[3,4-d]pyrimidin-6-yl)but-2-enamide). Reaction SMILES: C1CCC(N=C=NC2CCCCC2)CC1.[Br:16][CH2:17]/[CH:18]=[CH:19]/[C:20]([OH:22])=O.[F:23][C:24]1[CH:29]=[CH:28][C:27]([NH:30][C:31]2[C:32]3[CH:40]=[C:39]([NH2:41])[N:38]=[CH:37][C:33]=3[N:34]=[CH:35][N:36]=2)=[CH:26][C:25]=1[C:42]([F:45])([F:44])[F:43].C(N(C(C)C)CC)(C)C>C1COCC1.CC(N(C)C)=O>[Br:16][CH2:17]/[CH:18]=[CH:19]/[C:20]([NH:41][C:39]1[N:38]=[CH:37][C:33]2[N:34]=[CH:35][N:36]=[C:31]([NH:30][C:27]3[CH:28]=[CH:29][C:24]([F:23])=[C:25]([C:42]([F:45])([F:44])[F:43])[CH:26]=3)[C:32]=2[CH:40]=1)=[O:22]. Procedure details: A stirred solution of DCC (633 mg, 3.07 mmol) in THF (2 mL) under nitrogen was treated with a solution of acid 9 (506 mg, 3.07 mmol) in anhydrous THF (2 mL) at 0° C. The mixture was stirred for 2 h, then treated with compound 168 (200 mg, 0.62 mmol) in DMA (2 mL) followed by di-iso-propylethylamine (DIPEA) (535 μL, 3.07 mmol), before being stirred for a further 3 h at 0° C. The resulting crude (E)-4-bromo-N-(4-(4-fluoro-3-(trifluoromethyl)phenylamino)pyrido[3,4-d]pyrimidin-6-yl)but-2-enamide thu...